The task is: describe an organic reaction: reactants, conditions, products, and yield. This data is from the Open Reaction Database (ORD), a public repository of structured organic reaction records. Starting materials: OC[C@H]1[C@@H](C1)C1=CC=CC=C1 (trans-l-(hydroxymethyl)-2-phenylcyclopropane), C(O)([O-])=O.[Na+] (sodium hydrogencarbonate), S(=S)(=O)([O-])[O-].[Na+].[Na+] (sodium thiosulfate), CC(=O)OI1(C=2C=CC=CC2C(=O)O1)(OC(=O)C)OC(=O)C (Dess-Martin reagent). Solvent: C(Cl)(Cl)Cl (chloroform). Yields the product C1(=CC=CC=C1)[C@H]1[C@@H](C1)C=O (trans-2-phenyl-1-cyclopropanecarbaldehyde). Yield: 50.7%. Reaction SMILES: [OH:1][CH2:2][C@@H:3]1[CH2:5][C@H:4]1[C:6]1[CH:11]=[CH:10][CH:9]=[CH:8][CH:7]=1.CC(OI1(OC(C)=O)(OC(C)=O)OC(=O)C2C=CC=CC1=2)=O.C(=O)([O-])O.[Na+].S([O-])([O-])(=O)=S.[Na+].[Na+]>C(Cl)(Cl)Cl>[C:6]1([C@@H:4]2[CH2:5][C@H:3]2[CH:2]=[O:1])[CH:11]=[CH:10][CH:9]=[CH:8][CH:7]=1 |f:2.3,4.5.6|. Reported procedure: 104 mg of the alcohol was dissolved in 5 ml of chloroform and stirred with 445 mg of the Dess-Martin reagent (periodinane) at room temperature for 30 minutes. The reaction solution was poured into a mixture of saturated aqueous sodium hydrogencarbonate and saturated aqueous sodium thiosulfate and extracted with ethyl acetate. The organic layer was dried over anhydrous magnesium sulfate. The desiccant was filtered off, and the solvent was distilled off under reduced pressure. The residue was puri... RXN SMILES: [CH3:22][C:23]([OH:24])=[O:25].[CH3:26][OH:27].[Cl:1][c:2]1[cH:3][c:4]2[c:8]([cH:9][cH:10]1)-[c:7]1[n:6]([n:13][c:12]([CH3:14])[n:11]1)[C:5]2([NH2:15])[c:16]1[cH:17][cH:18][cH:19][cH:20][cH:21]1>>[Cl:1][c:2]1[cH:3][c:4]([C:5]([c:16]2[cH:17][cH:18][cH:19][cH:20][cH:21]2)=[O:24])[c:8](-[c:7]2[n:6][nH:13][c:12]([CH3:14])[n:11]2)[cH:9][cH:10]1. The product is Cc1nc(-c2ccc(Cl)cc2C(=O)c2ccccc2)n[nH]1. The reactants are CC(=O)O, CO, Cc1nc2n(n1)C(N)(c1ccccc1)c1cc(Cl)ccc1-2.